describe an organic reaction: reactants, conditions, products, and yield From a dataset of the Open Reaction Database (ORD), a public repository of structured organic reaction records. The reactants are Cl, CN(C(=O)N(C)C1CNCC1c1ccc(F)cc1)c1cc(C(F)(F)F)cc(C(F)(F)F)c1, O=C(O)C1CCCO1. The product is CN(C(=O)N(C)C1CN(C(=O)C2CCCO2)CC1c1ccc(F)cc1)c1cc(C(F)(F)F)cc(C(F)(F)F)c1. Reaction SMILES: [ClH:1].[F:2][C:3]([c:4]1[cH:5][c:6]([N:14]([C:15](=[O:16])[N:17]([CH3:18])[CH:19]2[CH2:20][NH:21][CH2:22][CH:23]2[c:24]2[cH:25][cH:26][c:27]([F:30])[cH:28][cH:29]2)[CH3:31])[cH:7][c:8]([C:10]([F:11])([F:12])[F:13])[cH:9]1)([F:32])[F:33].[O:34]1[CH:35]([C:39](=[O:40])[OH:41])[CH2:36][CH2:37][CH2:38]1>>[F:2][C:3]([c:4]1[cH:5][c:6]([N:14]([C:15](=[O:16])[N:17]([CH3:18])[CH:19]2[CH2:20][N:21]([C:39]([CH:35]3[O:34][CH2:38][CH2:37][CH2:36]3)=[O:40])[CH2:22][CH:23]2[c:24]2[cH:25][cH:26][c:27]([F:30])[cH:28][cH:29]2)[CH3:31])[cH:7][c:8]([C:10]([F:11])([F:12])[F:13])[cH:9]1)([F:32])[F:33]. RXN SMILES: [Br:20][Br:21].[Cl:34][C:35]([Cl:36])([Cl:37])[Cl:38].[c:1]1([P:2]([c:3]2[cH:4][cH:5][cH:6][cH:7][cH:8]2)[c:9]2[cH:10][cH:11][cH:12][cH:13][cH:14]2)[cH:15][cH:16][cH:17][cH:18][cH:19]1.[c:22]1([CH2:32][OH:33])[cH:23][cH:24][cH:25][c:26]2[cH:27][cH:28][cH:29][cH:30][c:31]12>>[Br:20][CH2:32][c:22]1[cH:23][cH:24][cH:25][c:26]2[cH:27][cH:28][cH:29][cH:30][c:31]12. The reactants are BrBr, ClC(Cl)(Cl)Cl, c1ccc(P(c2ccccc2)c2ccccc2)cc1, OCc1cccc2ccccc12. Product: BrCc1cccc2ccccc12. Reactants: C(C1=CC=CC=C1)CNC1=NC=C(C(=N1)C1=C(C=CC=C1)Cl)C(=O)O (2-(Benzylmethylamino)-4-(2-chlorophenyl)pyrimidine-5-carboxylic acid), CNC[C@@H](C1=CC(=CC=C1)O)O.Cl (L-phenylephrine hydrochloride). Yields the product OC(CN(C(=O)C=1C(=NC(=NC1)NCCC1=CC=CC=C1)C1=C(C=CC=C1)Cl)C)C1=CC(=CC=C1)O (2-(Benzylmethylamino)-4-(2-chlorophenyl)pyrimidine-5-carboxylic acid [2-hydroxy-2-(3-hydroxyphenyl)ethyl]methylamide). Reaction SMILES: [CH2:1]([CH2:8][NH:9][C:10]1[N:15]=[C:14]([C:16]2[CH:21]=[CH:20][CH:19]=[CH:18][C:17]=2[Cl:22])[C:13]([C:23](O)=[O:24])=[CH:12][N:11]=1)[C:2]1[CH:7]=[CH:6][CH:5]=[CH:4][CH:3]=1.[CH3:26][NH:27][CH2:28][C@H:29]([OH:37])[C:30]1[CH:35]=[CH:34][CH:33]=[C:32]([OH:36])[CH:31]=1.Cl>>[OH:37][CH:29]([C:30]1[CH:35]=[CH:34][CH:33]=[C:32]([OH:36])[CH:31]=1)[CH2:28][N:27]([CH3:26])[C:23]([C:13]1[C:14]([C:16]2[CH:21]=[CH:20][CH:19]=[CH:18][C:17]=2[Cl:22])=[N:15][C:10]([NH:9][CH2:8][CH2:1][C:2]2[CH:3]=[CH:4][CH:5]=[CH:6][CH:7]=2)=[N:11][CH:12]=1)=[O:24] |f:1.2|. Procedure: The material is prepared according to the method described in Example 17. starting from 2-(Benzylmethylamino)-4-(2-chlorophenyl)pyrimidine-5-carboxylic acid and L-phenylephrine hydrochloride. M.p.: 139° C. Reactants: CCO, CC(=O)[O-], COc1ccc2c(c1)C(=O)CC2, CCO, Cl, NO, [Na+], O, O. The product is COc1ccc2c(c1)C(=NO)CC2. As a reaction SMILES: [CH2:26]([OH:27])[CH3:28].[CH3:17][C:18](=[O:19])[O-:20].[CH3:1][O:2][c:3]1[cH:4][cH:5][c:6]2[c:10]([cH:11]1)[C:9](=[O:12])[CH2:8][CH2:7]2.[CH3:22][CH2:23][OH:24].[ClH:13].[NH2:14][OH:15].[Na+:16].[OH2:21].[OH2:25]>>[CH3:1][O:2][c:3]1[cH:4][cH:5][c:6]2[c:10]([cH:11]1)[C:9](=[N:14][OH:15])[CH2:8][CH2:7]2. Reactants: CN(C)C=O, Fc1cccc(CCl)n1, Nc1ncccc1-c1cc(Cc2ccc(O)cc2)no1, [Na+], C1CCOC1, [OH-]. The product is Nc1ncccc1-c1cc(Cc2ccc(OCc3cccc(F)n3)cc2)no1. RXN SMILES: [CH3:37][N:38]([CH3:39])[CH:40]=[O:41].[Cl:28][CH2:29][c:30]1[n:31][c:32]([F:36])[cH:33][cH:34][cH:35]1.[NH2:8][c:9]1[n:10][cH:11][cH:12][cH:13][c:14]1-[c:15]1[cH:16][c:17]([CH2:20][c:21]2[cH:22][cH:23][c:24]([OH:27])[cH:25][cH:26]2)[n:18][o:19]1.[Na+:7].[O:1]1[CH2:2][CH2:3][CH2:4][CH2:5]1.[OH-:6]>>[NH2:8][c:9]1[n:10][cH:11][cH:12][cH:13][c:14]1-[c:15]1[cH:16][c:17]([CH2:20][c:21]2[cH:22][cH:23][c:24]([O:27][CH2:29][c:30]3[n:31][c:32]([F:36])[cH:33][cH:34][cH:35]3)[cH:25][cH:26]2)[n:18][o:19]1. The reactants are COC1=C(CN(S(=O)(=O)C2=C(C=C(C=C2)O[C@@H]2[C@H](CCCC2)C=2C=NN(C2)C2OCCCC2)F)C2=NC=NC=C2)C=CC(=C1)OC (N-(2,4-dimethoxybenzyl)-2-fluoro-N-(pyrimidin-4-yl)-4-({(1S*,2R*)-2-[1-(tetrahydro-2H-pyran-2-yl)-1H-pyrazol-4-yl]cyclohexyl}oxy)benzenesulfonamide), ClCCl (dichloromethane), C(C)[SiH](CC)CC (triethylsilane), FC(C(=O)O)(F)F (trifluoroacetic acid). The solvent is CO (methanol). Yields the product FC1=C(C=CC(=C1)O[C@@H]1[C@H](CCCC1)C=1C=NNC1)S(=O)(=O)NC1=NC=NC=C1 (2-Fluoro-4-{[(1S*,2R*)-2-(1H-pyrazol-4-yl)cyclohexyl]oxy}-N-(pyrimidin-4-yl)benzenesulfonamide). Yield: 84.1%. As a reaction SMILES: COC1C=C(OC)C=CC=1C[N:6]([C:35]1[CH:40]=[CH:39][N:38]=[CH:37][N:36]=1)[S:7]([C:10]1[CH:15]=[CH:14][C:13]([O:16][C@H:17]2[CH2:22][CH2:21][CH2:20][CH2:19][C@@H:18]2[C:23]2[CH:24]=[N:25][N:26](C3CCCCO3)[CH:27]=2)=[CH:12][C:11]=1[F:34])(=[O:9])=[O:8].C([SiH](CC)CC)C.FC(F)(F)C(O)=O.ClCCl>CO>[F:34][C:11]1[CH:12]=[C:13]([O:16][C@H:17]2[CH2:22][CH2:21][CH2:20][CH2:19][C@@H:18]2[C:23]2[CH:24]=[N:25][NH:26][CH:27]=2)[CH:14]=[CH:15][C:10]=1[S:7]([NH:6][C:35]1[CH:40]=[CH:39][N:38]=[CH:37][N:36]=1)(=[O:8])=[O:9]. Procedure: The reaction and aftertreatment were conducted in the same manner as in Example 22c by using the N-(2,4-dimethoxybenzyl)-2-fluoro-N-(pyrimidin-4-yl)-4-({(1S*,2R*)-2-[1-(tetrahydro-2H-pyran-2-yl)-1H-pyrazol-4-yl]cyclohexyl}oxy)benzenesulfonamide (0.12 g, 0.171 mmol) prepared in Example 108a, triethylsilane (0.15 mL), trifluoroacetic acid (1.5 mL), dichloromethane (1.5 mL) and methanol (1.5 mL), to yield the title compound (60 mg, 76%) as a colorless solid.